From a dataset of the Open Reaction Database (ORD), a public repository of structured organic reaction records. describe an organic reaction: reactants, conditions, products, and yield The reactants are CC(COc1ccc(C#N)cc1)NC(=O)C(N)C(C)C, ClCCl, CN1CCOCC1, Cc1ccc(OC(=O)Cl)cc1C, O. Yields the product Cc1ccc(OC(=O)NC(C(=O)NC(C)COc2ccc(C#N)cc2)C(C)C)cc1C. Reaction SMILES: [C:20](#[N:21])[c:22]1[cH:23][cH:24][c:25]([O:26][CH2:27][CH:28]([CH3:29])[NH:30][C:31]([CH:32]([NH2:33])[CH:34]([CH3:35])[CH3:36])=[O:37])[cH:38][cH:39]1.[CH2:41]([Cl:42])[Cl:43].[CH3:1][N:2]1[CH2:3][CH2:4][O:5][CH2:6][CH2:7]1.[Cl:8][C:9](=[O:10])[O:11][c:12]1[cH:13][c:14]([CH3:19])[c:15]([CH3:18])[cH:16][cH:17]1.[OH2:40]>>[C:9](=[O:10])([O:11][c:12]1[cH:13][c:14]([CH3:19])[c:15]([CH3:18])[cH:16][cH:17]1)[NH:33][CH:32]([C:31]([NH:30][CH:28]([CH2:27][O:26][c:25]1[cH:24][cH:23][c:22]([C:20]#[N:21])[cH:39][cH:38]1)[CH3:29])=[O:37])[CH:34]([CH3:35])[CH3:36].